From a dataset of the Open Reaction Database (ORD), a public repository of structured organic reaction records. describe an organic reaction: reactants, conditions, products, and yield Reaction SMILES: [CH3:1][O:2][C:3]1[CH:4]=[C:5]([CH:21]=[CH:22][C:23]=1[O:24][CH3:25])[C:6]([C:8]1[N:12]([CH3:13])[C:11]([CH2:14][C:15]([O:17]CC)=[O:16])=[CH:10][C:9]=1[CH3:20])=[O:7].C(I)CC>>[CH2:14]([C:11]1[N:12]([CH3:13])[C:8]([C:6](=[O:7])[C:5]2[CH:21]=[CH:22][C:23]([O:24][CH3:25])=[C:3]([O:2][CH3:1])[CH:4]=2)=[C:9]([CH3:20])[CH:10]=1)[CH3:15].[CH2:11]([CH2:14][C:15]([O-:17])=[O:16])[CH2:10][CH3:9] |f:2.3|. Product: C(C)C=1N(C(=C(C1)C)C(C1=CC(=C(C=C1)OC)OC)=O)C.C(CC)CC(=O)[O-] (ethyl 5-(3',4'-dimethoxybenzoyl)-1,4-dimethylpyrrole 2-(α-n-propyl)-acetate). Procedure: The alkylation procedure of Example 77A is performed upon ethyl 5-(3',4'-dimethoxybenzoyl)-1,4-dimethylpyrrole-2-acetate (from Example 90), using an equivalent quantity of n-propyl iodide instead of methyl iodide used in Example 77A to yield ethyl 5-(3',4'-dimethoxybenzoyl)-1,4-dimethylpyrrole-2-(α-n-propyl)-acetate. Starting materials: COC=1C=C(C(=O)C2=C(C=C(N2C)CC(=O)OCC)C)C=CC1OC (ethyl 5-(3',4'-dimethoxybenzoyl)-1,4-dimethylpyrrole-2-acetate), C(CC)I (n-propyl iodide). The reactants are CC(C)(C)O, CCCN, CCCCCCCCCC(=O)N(C)Cc1ccccc1, [Li], NCCN, O. Product: CCCCCCCCCC=O. RXN SMILES: [C:1]([OH:2])([CH3:3])([CH3:4])[CH3:5].[CH2:31]([NH2:32])[CH2:33][CH3:34].[CH2:6]([N:7]([CH3:8])[C:14]([CH2:15][CH2:16][CH2:17][CH2:18][CH2:19][CH2:20][CH2:21][CH2:22][CH3:23])=[O:24])[c:9]1[cH:10][cH:11][cH:12][cH:13][cH:25]1.[Li:30].[NH2:26][CH2:27][CH2:28][NH2:29].[OH2:35]>>[CH:14]([CH2:15][CH2:16][CH2:17][CH2:18][CH2:19][CH2:20][CH2:21][CH2:22][CH3:23])=[O:24]. Reactants: CuSO4.5H2O, N(=[N+]=[N-])C1CCN(CC1)C(=O)O (4-Azido-piperidine-1-carboxylic acid), O=C1C(O)=C([O-])[C@H](O1)[C@@H](O)CO.[Na+] (Sodium ascorbate), butyl ester, CS(=O)(=O)C1=CC=C(C=C1)OCC#C (1-methanesulfonyl-4-prop-2-ynyloxy-benzene), O.CC(C)(C)O (H2O t-BuOH). Solvent: O (water). Conditions: time 8 hour. Yields the product C(C)(C)(C)OC(=O)N1CCC(CC1)N1N=NC(=C1)COC1=CC=C(C=C1)S(=O)(=O)C (4-[4-(4-Methanesulfonyl-phenoxymethyl)-[1,2,3]triazol-1-yl]-piperidine-1-carboxylic acid tert-butyl ester). Reaction SMILES: [N:1]([CH:4]1[CH2:9][CH2:8][N:7]([C:10]([OH:12])=[O:11])[CH2:6][CH2:5]1)=[N+:2]=[N-:3].[CH3:13][S:14]([C:17]1[CH:22]=[CH:21][C:20]([O:23][CH2:24][C:25]#[CH:26])=[CH:19][CH:18]=1)(=[O:16])=[O:15].O=C1O[C@H]([C@H](CO)O)C([O-])=C1O.[Na+].O.[CH3:41][C:42](O)([CH3:44])[CH3:43]>O>[C:42]([O:11][C:10]([N:7]1[CH2:6][CH2:5][CH:4]([N:1]2[CH:26]=[C:25]([CH2:24][O:23][C:20]3[CH:21]=[CH:22][C:17]([S:14]([CH3:13])(=[O:15])=[O:16])=[CH:18][CH:19]=3)[N:3]=[N:2]2)[CH2:9][CH2:8]1)=[O:12])([CH3:44])([CH3:43])[CH3:41] |f:2.3,4.5|. Reported procedure: 4-Azido-piperidine-1-carboxylic acid text-butyl ester (1 eq) and 1-methanesulfonyl-4-prop-2-ynyloxy-benzene (1 eq) were suspended in H2O/t-BuOH (1:1). Sodium ascorbate (0.1 eq) was added followed by CuSO4.5H2O (0.01 eq). The mixture was stirred vigorously overnight. The mixture was diluted with water and a precipitate formed. The precipitate was collected by filtration and purified on silica gel to give the desired product. 1H NMR (CDCl3): δ 7.88 (2H, d), 7.67 (1H, s), 7.14 (2H, d), 5.29 (2H, s)... Reactants: CC(C)(C)OC(=O)N1CCCC(CN2CCN(Cc3ccccc3)CC2)C1, C1CCOC1, [Na+], [OH-], O. Yields the product CN1CCCC(CN2CCN(Cc3ccccc3)CC2)C1. Reaction SMILES: [C:1]([O:2][C:6](=[O:3])[N:8]1[CH2:9][CH:10]([CH2:14][N:15]2[CH2:16][CH2:17][N:18]([CH2:21][c:22]3[cH:23][cH:24][cH:25][cH:26][cH:27]3)[CH2:19][CH2:20]2)[CH2:11][CH2:12][CH2:13]1)([CH3:4])([CH3:5])[CH3:7].[CH2:31]1[O:32][CH2:33][CH2:34][CH2:35]1.[Na+:30].[OH-:29].[OH2:28]>>[CH3:6][N:8]1[CH2:9][CH:10]([CH2:14][N:15]2[CH2:16][CH2:17][N:18]([CH2:21][c:22]3[cH:23][cH:24][cH:25][cH:26][cH:27]3)[CH2:19][CH2:20]2)[CH2:11][CH2:12][CH2:13]1. Reactants: CC(CN(C1=CC(=C(C#N)C=C1)C(F)(F)F)CC=C)(C)C (4-[(2,2-dimethylpropyl)(2-propen-1-yl)amino]-2-(trifluoromethyl)benzonitrile), CC(=O)NC1=CC=C(C=C1)Br (4-bromoacetanilide). RXN SMILES: [CH3:1][C:2]([CH3:21])([CH3:20])[CH2:3][N:4]([CH2:17][CH:18]=[CH2:19])[C:5]1[CH:12]=[CH:11][C:8]([C:9]#[N:10])=[C:7]([C:13]([F:16])([F:15])[F:14])[CH:6]=1.[CH3:22][C:23]([NH:25][C:26]1[CH:31]=[CH:30][C:29](Br)=[CH:28][CH:27]=1)=[O:24]>>[C:9]([C:8]1[CH:11]=[CH:12][C:5]([N:4]([CH2:3][C:2]([CH3:21])([CH3:20])[CH3:1])[CH2:17][CH2:18][CH2:19][C:29]2[CH:30]=[CH:31][C:26]([NH:25][C:23](=[O:24])[CH3:22])=[CH:27][CH:28]=2)=[CH:6][C:7]=1[C:13]([F:14])([F:15])[F:16])#[N:10]. Reported procedure: Synthesized according to Example 84B from 4-[(2,2-dimethylpropyl)(2-propen-1-yl)amino]-2-(trifluoromethyl)benzonitrile (Example 49A) and 4-bromoacetanilide: MS (APCI) m/z 432 (M+1). Yields the product C(#N)C1=C(C=C(C=C1)N(CCCC1=CC=C(C=C1)NC(C)=O)CC(C)(C)C)C(F)(F)F (N-(4-{3-[[4-Cyano-3-(trifluoromethyl)phenyl](2,2-dimethylpropyl)amino]propyl}phenyl)acetamide). Starting materials: NC(C=1C=C2C(=C(C=NC2=C(C1)F)C(=O)NCC1=CC=C(C=C1)Cl)O)=S (6-(Aminothioxomethyl)-N-[(4-chlorophenyl)methyl]-8-fluoro-4-hydroxy-3-quinolinecarboxamide), C1(=CC=C(C=C1)S(=O)(=O)O)C (p-toluenesulfonic acid), C(C)OC(CBr)OCC (bromoacetaldehyde diethyl acetal). The solvent is C(C)(=O)OCC (ethyl acetate), C(C)(=O)O (acetic acid). Run at temperature 100 celsius. Product: ClC1=CC=C(CNC(=O)C=2C=NC3=C(C=C(C=C3C2O)C=2SC=CN2)F)C=C1 (N-(4-Chlorobenzyl)-8-fluoro-4-hydroxy-6-(1,3-thiazol-2-yl)-3-quinolinecarboxamide). Yield: 544.9%. As a reaction SMILES: [NH2:1][C:2](=[S:26])[C:3]1[CH:4]=[C:5]2[C:10](=[C:11]([F:13])[CH:12]=1)[N:9]=[CH:8][C:7]([C:14]([NH:16][CH2:17][C:18]1[CH:23]=[CH:22][C:21]([Cl:24])=[CH:20][CH:19]=1)=[O:15])=[C:6]2[OH:25].[C:27]1(C)C=CC(S(O)(=O)=O)=C[CH:28]=1.C(OC(OCC)CBr)C>C(O)(=O)C.C(OCC)(=O)C>[Cl:24][C:21]1[CH:22]=[CH:23][C:18]([CH2:17][NH:16][C:14]([C:7]2[CH:8]=[N:9][C:10]3[C:5]([C:6]=2[OH:25])=[CH:4][C:3]([C:2]2[S:26][CH:27]=[CH:28][N:1]=2)=[CH:12][C:11]=3[F:13])=[O:15])=[CH:19][CH:20]=1. Procedure: To a suspension of the title compound of Example 52 (0.14 g) and p-toluenesulfonic acid (0.0084 g) in 2 mL acetic acid is added bromoacetaldehyde diethyl acetal (0.08 mL). The reaction is heated at 100° C. for approximately 45 minutes. The reaction is cooled to room temperature and diluted with 30 mL ethyl acetate. The solid is filtered and dried to give the desired product (0.11 g). The reactants are BrC(Br)(Br)Br, ClCCl, COC(=O)C(Oc1ccc(CO)cc1OC)c1ccccc1, c1ccc(P(c2ccccc2)c2ccccc2)cc1. Product: COC(=O)C(Oc1ccc(CBr)cc1OC)c1ccccc1. As a reaction SMILES: [C:23]([Br:24])([Br:25])([Br:26])[Br:27].[Cl:47][CH2:48][Cl:49].[OH:1][CH2:2][c:3]1[cH:4][c:5]([O:21][CH3:22])[c:6]([O:7][CH:8]([C:9](=[O:10])[O:11][CH3:12])[c:13]2[cH:14][cH:15][cH:16][cH:17][cH:18]2)[cH:19][cH:20]1.[c:28]1([P:29]([c:30]2[cH:31][cH:32][cH:33][cH:34][cH:35]2)[c:36]2[cH:37][cH:38][cH:39][cH:40][cH:41]2)[cH:42][cH:43][cH:44][cH:45][cH:46]1>>[CH2:2]([c:3]1[cH:4][c:5]([O:21][CH3:22])[c:6]([O:7][CH:8]([C:9](=[O:10])[O:11][CH3:12])[c:13]2[cH:14][cH:15][cH:16][cH:17][cH:18]2)[cH:19][cH:20]1)[Br:24]. Reactants: BrC=1N=C(SC1)N (4-Bromo-thiazol-2-ylamine), O1C(=CC=C1)B(O)O (2-furan boronic acid), CO (MeOH), C(=O)(O)[O-].[Na+] (NaHCO3). The solvent is CN(C)C=O (DMF). Conditions: temperature 70 celsius. The product is O1C(=CC=C1)C=1N=C(SC1)N (4-Furan-2-yl-thiazol-2-ylamine). Reaction SMILES: Br[C:2]1[N:3]=[C:4]([NH2:7])[S:5][CH:6]=1.[O:8]1[CH:12]=[CH:11][CH:10]=[C:9]1B(O)O.CO.C([O-])(O)=O.[Na+]>CN(C=O)C>[O:8]1[CH:12]=[CH:11][CH:10]=[C:9]1[C:2]1[N:3]=[C:4]([NH2:7])[S:5][CH:6]=1 |f:3.4|. Procedure details: 4-Bromo-thiazol-2-ylamine (100 mg, 0.34 mmol) was combined with 57 mg (0.51 mmol) of 2-furan boronic acid. To this mixture was added 5 mL of MeOH, 1 mL of sat. NaHCO3 (aq), and 0.8 mL of DMF. Reaction mixture was degassed and Pd[P(Ph)3]4 (25 mg) was added. Reaction mixture was heated at 70° C. for 7 hours. The reaction mixture was brought to room temperature and filtered. The filtrate was evaporated and purified using reverse phase HPLC. The reactants are CC(C)C[Al+]CC(C)C, CCCCCC, CCO, CCOC(=O)CC(C)C=CC1CCCC1, [Cl-], Cl, [H-], [NH4+]. The product is CC(C=CC1CCCC1)CC=O. As a reaction SMILES: [CH2:2]([Al+:3][CH2:4][CH:5]([CH3:6])[CH3:7])[CH:8]([CH3:9])[CH3:10].[CH3:11][CH2:12][CH2:13][CH2:14][CH2:15][CH3:16].[CH3:35][CH2:36][OH:37].[CH:17]1([CH:22]=[CH:23][CH:24]([CH2:25][C:26](=[O:27])[O:28][CH2:29][CH3:30])[CH3:31])[CH2:18][CH2:19][CH2:20][CH2:21]1.[Cl-:32].[ClH:34].[H-:1].[NH4+:33]>>[CH:17]1([CH:22]=[CH:23][CH:24]([CH2:25][CH:26]=[O:27])[CH3:31])[CH2:18][CH2:19][CH2:20][CH2:21]1.